This data is from the Open Reaction Database (ORD), a public repository of structured organic reaction records. The task is: describe an organic reaction: reactants, conditions, products, and yield Starting materials: C(=O)([O-])[O-].[Na+].[Na+] (Na2CO3), C1(=CC=CC=C1)B(O)O (phenyl boronic acid), IC1=CC=C(CN(CCCCCCC(=O)OCC)S(=O)(=O)C)C=C1 (ethyl 7-{[4-iodobenzyl]-methanesulfonyl-amino}-heptanoate). The reagents and catalysts are C=1C=CC(=CC1)[P](C=2C=CC=CC2)(C=3C=CC=CC3)[Pd]([P](C=4C=CC=CC4)(C=5C=CC=CC5)C=6C=CC=CC6)([P](C=7C=CC=CC7)(C=8C=CC=CC8)C=9C=CC=CC9)[P](C=1C=CC=CC1)(C=1C=CC=CC1)C=1C=CC=CC1 (Tetrakis(triphenylphosphine)palladium(0)). The solvent is C1(=CC=CC=C1)C (toluene), CCO (EtOH), CCOC(=O)C (EtOAc). Product: C1(=CC=C(C=C1)CN(CCCCCCC(=O)OCC)S(=O)(=O)C)C1=CC=CC=C1 (Ethyl 7-(Biphenyl-4-ylmethyl-methanesulfonyl-amino)-heptanoate). Isolated yield 80.2%. RXN SMILES: C([O-])([O-])=O.[Na+].[Na+].[C:7]1(B(O)O)[CH:12]=[CH:11][CH:10]=[CH:9][CH:8]=1.I[C:17]1[CH:39]=[CH:38][C:20]([CH2:21][N:22]([S:34]([CH3:37])(=[O:36])=[O:35])[CH2:23][CH2:24][CH2:25][CH2:26][CH2:27][CH2:28][C:29]([O:31][CH2:32][CH3:33])=[O:30])=[CH:19][CH:18]=1>C1(C)C=CC=CC=1.CCO.CCOC(C)=O.C1C=CC([P]([Pd]([P](C2C=CC=CC=2)(C2C=CC=CC=2)C2C=CC=CC=2)([P](C2C=CC=CC=2)(C2C=CC=CC=2)C2C=CC=CC=2)[P](C2C=CC=CC=2)(C2C=CC=CC=2)C2C=CC=CC=2)(C2C=CC=CC=2)C2C=CC=CC=2)=CC=1>[C:17]1([C:7]2[CH:12]=[CH:11][CH:10]=[CH:9][CH:8]=2)[CH:39]=[CH:38][C:20]([CH2:21][N:22]([S:34]([CH3:37])(=[O:36])=[O:35])[CH2:23][CH2:24][CH2:25][CH2:26][CH2:27][CH2:28][C:29]([O:31][CH2:32][CH3:33])=[O:30])=[CH:19][CH:18]=1 |f:0.1.2,^1:59,61,80,99|. Procedure details: Tetrakis(triphenylphosphine)palladium(0) (102 mg, 0.09 mmol), aqueous Na2CO3 (0.9 mL, 1M), and phenyl boronic acid (216 mg, 1.77 mmol) were added to a solution of ethyl 7-{[4-iodobenzyl]-methanesulfonyl-amino}-heptanoate (415 mg, 0.89 mmol) in toluene (37 mL) and EtOH (7 mL). The reaction mixture was heated at reflux for 3 h. The solution was diluted with EtOAc and was washed with water (2×) followed by brine (1×). The organic solution was dried over MgSO4, filtered, and concentrated in vacuo. P... Procedure details: The title compound was prepared using analogous procedures described in Example 2 (Method B) from 1-(4-chlorophenyl)cyclopentanecarbonyl chloride and propyl [(7R)-7-(methylamino)-6,7,8,9-tetrahydropyrido[1,2-a]indol-10-yl]acetate. MS (+ESI) m/z: 487. Reaction SMILES: [Cl:1][C:2]1[CH:7]=[CH:6][C:5]([C:8]2([C:13](Cl)=[O:14])[CH2:12][CH2:11][CH2:10][CH2:9]2)=[CH:4][CH:3]=1.[CH3:16][NH:17][C@H:18]1[CH2:37][N:22]2[C:23]3[C:28]([C:29]([CH2:30][C:31]([O:33]CCC)=[O:32])=[C:21]2[CH2:20][CH2:19]1)=[CH:27][CH:26]=[CH:25][CH:24]=3>>[Cl:1][C:2]1[CH:7]=[CH:6][C:5]([C:8]2([C:13]([N:17]([CH3:16])[C@H:18]3[CH2:37][N:22]4[C:23]5[C:28]([C:29]([CH2:30][C:31]([OH:33])=[O:32])=[C:21]4[CH2:20][CH2:19]3)=[CH:27][CH:26]=[CH:25][CH:24]=5)=[O:14])[CH2:12][CH2:11][CH2:10][CH2:9]2)=[CH:4][CH:3]=1. Product: ClC1=CC=C(C=C1)C1(CCCC1)C(=O)N([C@@H]1CCC=2N(C3=CC=CC=C3C2CC(=O)O)C1)C ({(7R)-7-[{[1-(4-chlorophenyl)cyclopentyl]carbonyl}(methyl)amino]-6,7,8,9-tetrahydropyrido[1,2-a]indol-10-yl}acetic acid). Reactants: ClC1=CC=C(C=C1)C1(CCCC1)C(=O)Cl (1-(4-chlorophenyl)cyclopentanecarbonyl chloride), CN[C@@H]1CCC=2N(C3=CC=CC=C3C2CC(=O)OCCC)C1 (propyl [(7R)-7-(methylamino)-6,7,8,9-tetrahydropyrido[1,2-a]indol-10-yl]acetate).